Dataset: the Open Reaction Database (ORD), a public repository of structured organic reaction records. Task: describe an organic reaction: reactants, conditions, products, and yield Starting materials: OC1=C(C=C(C=O)C=C1)OC (4-Hydroxy-3-methoxybenzaldehyde), C1(=CC=CC=C1)[PH2](C1=CC=CC=C1)C1=CC=CC=C1.O(C1=CC=CC=C1)CC(C)=O (3-phenoxypropane-2-one triphenylphosphorane). The solvent is C1(=CC=CC=C1)C (toluene), C(C)(=O)OCC (ethyl acetate). Conditions: time 3 hour. The product is OC1=C(C=C(C=C1)C=CC(CC1=CC=CC=C1)=O)OC (1-(4'-hydroxy,3'-methoxyphenyl)-4-phenyl-1-butene-3-one). Isolated yield 81.0%. As a reaction SMILES: [OH:1][C:2]1[CH:9]=[CH:8][C:5]([CH:6]=O)=[CH:4][C:3]=1[O:10][CH3:11].C1([PH2]([C:25]2[CH:30]=[CH:29][CH:28]=[CH:27][CH:26]=2)C2C=CC=CC=2)C=CC=CC=1.[O:31](CC(=O)C)[C:32]1[CH:37]=CC=C[CH:33]=1>C1(C)C=CC=CC=1.C(OCC)(=O)C>[OH:1][C:2]1[CH:9]=[CH:8][C:5]([CH:6]=[CH:33][C:32](=[O:31])[CH2:37][C:25]2[CH:26]=[CH:27][CH:28]=[CH:29][CH:30]=2)=[CH:4][C:3]=1[O:10][CH3:11] |f:1.2|. Reported procedure: 4-Hydroxy-3-methoxybenzaldehyde (2.1 g, 13.8 mMol) and 3-phenoxypropane-2-one triphenylphosphorane (2.8 g, 6.9 mMol) (prepared as described by LeCorre: C. R. Acad. Sci. Paris 273 81 (1971)) are dissolved in 100 ml of toluene and warmed to reflux. After three hours, the solvent is evaporated and the residue is taken up in tHF. Sodium bisulfite (10.0 g) is dissolved in 100 ml of water and stirred with the solution for one hour. The THF is evaporated and the water is extracted with chloroform. Dryi... Starting materials: C(C)OC(\C(=C\C1CCCC1)\C1=CC=C(C=C1)S(=O)(=O)CCCOCC1=CC=CC=C1)=O ((E)-2-[4-(3-benzyloxy-propane-1-sulfonyl)-phenyl]-3-cyclopentyl-acrylic acid ethyl ester), CC(C)C[AlH]CC(C)C (DIBAL), C1(=CC=CC=C1)C (toluene). Product: C(C1=CC=CC=C1)OCCCS(=O)(=O)C1=CC=C(C=C1)/C(/CO)=C\C1CCCC1 ((E)-2-[4-(3-Benzyloxy-propane-1-sulfonyl)-phenyl] -3-cyclopentyl-prop-2-en-1-ol). The yield is 77.9%. As a reaction SMILES: C([O:3][C:4](=O)/[C:5](/[C:12]1[CH:17]=[CH:16][C:15]([S:18]([CH2:21][CH2:22][CH2:23][O:24][CH2:25][C:26]2[CH:31]=[CH:30][CH:29]=[CH:28][CH:27]=2)(=[O:20])=[O:19])=[CH:14][CH:13]=1)=[CH:6]/[CH:7]1[CH2:11][CH2:10][CH2:9][CH2:8]1)C.CC(C[AlH]CC(C)C)C.C1(C)C=CC=CC=1>>[CH2:25]([O:24][CH2:23][CH2:22][CH2:21][S:18]([C:15]1[CH:14]=[CH:13][C:12](/[C:5](=[CH:6]\[CH:7]2[CH2:11][CH2:10][CH2:9][CH2:8]2)/[CH2:4][OH:3])=[CH:17][CH:16]=1)(=[O:20])=[O:19])[C:26]1[CH:31]=[CH:30][CH:29]=[CH:28][CH:27]=1. Reported procedure: Following the method of example 54e, reaction of (E)-2-[4-(3-benzyloxy-propane-1-sulfonyl)-phenyl]-3-cyclopentyl-acrylic acid ethyl ester (2.05 g, 4.49 mmol) with DIBAL in toluene (9.43 mL, 11.2 mmol) and 1 h at ambient temperature gives the title compound as an oil (1.45 g). MS (m/e): 415 (M+H).